This data is from the Open Reaction Database (ORD), a public repository of structured organic reaction records. The task is: describe an organic reaction: reactants, conditions, products, and yield Starting materials: N1=CC(=CC=C1)CN1CCNCC1 (1-Pyridin-3-ylmethyl-piperazine), C(=O)(OC(C)(C)C)NCC(=O)O (N-Boc-glycine). Product: C(C)(C)(C)OC(NCC(N1CCN(CC1)CC=1C=NC=CC1)=O)=O ([2-Oxo-2-(4-pyridin-3-ylmethyl-piperazin-1-yl)-ethyl]-carbamic acid tert-butyl ester). As a reaction SMILES: [N:1]1[CH:6]=[CH:5][CH:4]=[C:3]([CH2:7][N:8]2[CH2:13][CH2:12][NH:11][CH2:10][CH2:9]2)[CH:2]=1.[C:14]([NH:21][CH2:22][C:23](O)=[O:24])([O:16][C:17]([CH3:20])([CH3:19])[CH3:18])=[O:15]>>[C:17]([O:16][C:14](=[O:15])[NH:21][CH2:22][C:23](=[O:24])[N:11]1[CH2:12][CH2:13][N:8]([CH2:7][C:3]2[CH:2]=[N:1][CH:6]=[CH:5][CH:4]=2)[CH2:9][CH2:10]1)([CH3:20])([CH3:18])[CH3:19]. Procedure details: The title compound is synthesized by condensation of 1-Pyridin-3-ylmethyl-piperazine and N-Boc-glycine analogously to the preparation of Example 2 as a colorless solid; ES-MS: M+H=335.3; HPLC: AtRet=3.93 min. Reactants: C=CCBr, CC(=O)OC(C)=O, CC(=O)O, C1NC2CC3CC1CC(C3)C2, O, c1ccccc1. The product is C=CCN1CC2CC3CC(C2)CC1C3. RXN SMILES: [CH2:1]([CH:2]=[CH2:3])[Br:4].[CH3:22][C:23]([O:24][C:25](=[O:26])[CH3:27])=[O:28].[CH3:29][C:30](=[O:31])[OH:32].[CH:11]12[CH2:12][CH:13]3[NH:14][CH2:15][CH:16]([CH2:17][CH:18]([CH2:19]1)[CH2:20]3)[CH2:21]2.[OH2:33].[cH:5]1[cH:6][cH:7][cH:8][cH:9][cH:10]1>>[CH2:1]([CH:2]=[CH2:3])[N:14]1[CH:13]2[CH2:12][CH:11]3[CH2:19][CH:18]([CH2:17][CH:16]([CH2:15]1)[CH2:21]3)[CH2:20]2. Reactants: O([Si](C)(C)C(C)(C)C)C(CC)O (t-butyldimethylsiloxypropanol), CS(=O)(=O)Cl (methanesulfonyl chloride), S(C)(=O)(=O)[O-] (mesylate), [N-]=[N+]=[N-].C(CCC)[N+](CCCC)(CCCC)CCCC (tetra-n-butylammonium azide). Solvent: C(Cl)Cl (methylene chloride), C(C)N(CC)CC (triethylamine), C1=CC=CC=C1 (benzene). Product: N(=[N+]=[N-])CCCO[SiH2]C(C)(C)C (1-azido-3-t-butylsiloxypropane). As a reaction SMILES: [O:1]([CH:9](O)[CH2:10][CH3:11])[Si:2]([C:5]([CH3:8])([CH3:7])[CH3:6])(C)C.CS(Cl)(=O)=O.S([O-])(=O)(=O)C.[N-:23]=[N+:24]=[N-:25].C([N+](CCCC)(CCCC)CCCC)CCC>C(Cl)Cl.C1C=CC=CC=1.C(N(CC)CC)C>[N:23]([CH2:11][CH2:10][CH2:9][O:1][SiH2:2][C:5]([CH3:8])([CH3:7])[CH3:6])=[N+:24]=[N-:25] |f:3.4|. Procedure: Following the procedure given in example 29, t-butyldimethylsiloxypropanol (prepared according to the method of McDougal et al, J. Org. Chem. 1986, 51, 3388) is first reacted with methanesulfonyl chloride in methylene chloride in the presence of triethylamine, and then the crude mesylate is reacted with tetra-n-butylammonium azide in benzene to afford 1-azido-3-t-butylsiloxypropane. Starting materials: C1(=CC=CC=C1)P(O)(O)=O (phenylphosphonic acid), 100, C(CCCCC(=O)[O-])(=O)[O-].[NH3+]CCCCCC[NH3+] (hexamethylene diammonium adipate), C1(=CC=CC=C1)P(O)(O)=O (phenylphosphonic acid), NCCCCCCN (hexamethylenediamine), NCCCCCCN (hexamethylenediamine). Run in O (water). The product is N'-bis(3-aminopropyl)piperazine, C(CCCCC(=O)O)(=O)O (adipic acid). RXN SMILES: [C:1]([O-:10])(=[O:9])[CH2:2][CH2:3][CH2:4][CH2:5][C:6]([O-:8])=[O:7].[NH3+]CCCCCC[NH3+].C1(P(=O)(O)O)C=CC=CC=1.NCCCCCCN>O>[C:1]([OH:10])(=[O:9])[CH2:2][CH2:3][CH2:4][CH2:5][C:6]([OH:8])=[O:7] |f:0.1|. Procedure details: A mixture of 100 parts of hexamethylene diammonium adipate, 0.65 part of phenylphosphonic acid, 0.48 part of hexamethylenediamine, 0.65 part of N:N'-bis(3-aminopropyl)piperazine, 0.46 part of adipic acid and 65.0 parts of water is polymerised using the conditions described in Example 1. The resulting polymer is then converted into fibres by known methods. The dye uptake of these fibres from dyebaths containing Solway Blue BN at pH's of 4.0, 7.0 and 9.0 are 8.4%, 4.7% and 1.5% respectively, compa...